From a dataset of the Open Reaction Database (ORD), a public repository of structured organic reaction records. describe an organic reaction: reactants, conditions, products, and yield Reactants: N([C@@H](C)C(=O)ON1C(=O)CCC1=O)C(=O)OCC1C2=CC=CC=C2C2=CC=CC=C12 (Fmoc-Ala-OSu), N[C@@H](CCCCNS(=O)(=O)C1=C(C)C=C(OC)C(C)=C1C)C(=O)O (Lys(Mtr)), C([O-])(O)=O.[K+] (potassium bicarbonate), C(CC(O)(C(=O)O)CC(=O)O)(=O)O (citric acid). The solvent is COCCOC (DME), O.COCCOC (water DME), O (water). Product: N([C@@H](C)C(=O)N[C@@H](CCCCNS(=O)(=O)C1=C(C)C=C(OC)C(C)=C1C)C(=O)O)C(=O)OCC1C2=CC=CC=C2C2=CC=CC=C12 (Fmoc-Ala-Lys(Mtr)). As a reaction SMILES: [NH:1]([C:14]([O:16][CH2:17][CH:18]1[C:30]2[C:25](=[CH:26][CH:27]=[CH:28][CH:29]=2)[C:24]2[C:19]1=[CH:20][CH:21]=[CH:22][CH:23]=2)=[O:15])[C@H:2]([C:4](ON1C(=O)CCC1=O)=[O:5])[CH3:3].[NH2:31][C@H:32]([C:52]([OH:54])=[O:53])[CH2:33][CH2:34][CH2:35][CH2:36][NH:37][S:38]([C:41]1[C:50]([CH3:51])=[C:48]([CH3:49])[C:45]([O:46][CH3:47])=[CH:44][C:42]=1[CH3:43])(=[O:40])=[O:39].C(=O)(O)[O-].[K+].C(O)(=O)CC(CC(O)=O)(C(O)=O)O>COCCOC.O.O.COCCOC>[NH:1]([C:14]([O:16][CH2:17][CH:18]1[C:19]2[C:24](=[CH:23][CH:22]=[CH:21][CH:20]=2)[C:25]2[C:30]1=[CH:29][CH:28]=[CH:27][CH:26]=2)=[O:15])[C@H:2]([C:4]([NH:31][C@H:32]([C:52]([OH:54])=[O:53])[CH2:33][CH2:34][CH2:35][CH2:36][NH:37][S:38]([C:41]1[C:50]([CH3:51])=[C:48]([CH3:49])[C:45]([O:46][CH3:47])=[CH:44][C:42]=1[CH3:43])(=[O:40])=[O:39])=[O:5])[CH3:3] |f:2.3,7.8|. Procedure details: A solution of Fmoc-Ala-OSu 7c (15.31 mmol) in DME (100 mL) was added to a stirred solution of Lys(Mtr) 2 (6.4080 g, 1 equiv) and potassium bicarbonate (1.5331 mg, 1 equiv) in 2:1 water/DME (150 mL). After 16 h the DME was removed in vacuo and the resulting suspension was treated with citric acid (3.22 g, 1.1 equiv) in water (25 mL). The mixture was extracted with ethyl acetate. The organic phase was washed with water (2×) and brine, dried over sodium sulfate, and concentrated in vacuo, giving a ... Starting materials: COC(C1=CC(=C(C=C1)OC)S(N(C)C1CCCCC1)(=O)=O)=O (3-(Cyclohexyl-methyl-sulfamoyl)-4-methoxy-benzoic acid methyl ester), [OH-].[Na+] (NaOH). Solvent: O1CCOCC1 (1,4 dioxane). Conditions: time 21 hour. Product: C1(CCCCC1)N(S(=O)(=O)C=1C=C(C(=O)O)C=CC1OC)C (3-(Cyclohexyl-methyl-sulfamoyl)-4-methoxy-benzoic acid). As a reaction SMILES: C[O:2][C:3](=[O:23])[C:4]1[CH:9]=[CH:8][C:7]([O:10][CH3:11])=[C:6]([S:12](=[O:22])(=[O:21])[N:13]([CH:15]2[CH2:20][CH2:19][CH2:18][CH2:17][CH2:16]2)[CH3:14])[CH:5]=1.[OH-].[Na+]>O1CCOCC1>[CH:15]1([N:13]([CH3:14])[S:12]([C:6]2[CH:5]=[C:4]([CH:9]=[CH:8][C:7]=2[O:10][CH3:11])[C:3]([OH:23])=[O:2])(=[O:22])=[O:21])[CH2:16][CH2:17][CH2:18][CH2:19][CH2:20]1 |f:1.2|. Procedure: A solution of 3-(Cyclohexyl-methyl-sulfamoyl)-4-methoxy-benzoic acid methyl ester (1.50 g, 4.39 mmol) in 1,4 dioxane (40 ml) is treated with 2 N NaOH (10 ml) and the resulting solution is stirred at room temperature for 21 hours. The solvent is removed in vacuo and ice cold 2 N HCl (25 ml) is added and the white solid which forms is extracted into DCM (150 ml). The organic layer is washed with water, dried (MgSO4) and the solvent removed in vacuo to yield the title compound as a white solid; [M−... Procedure details: The captioned compound was synthesized from 4-methoxy-3-[(E)-2-(4-trifluoromethylphenyl)vinyl]benzoic acid obtained in step B of Example 2-2-38 and 2-(2-aminoethoxy)ethanol in accordance with the same procedure as in the methods described in step C of Example 1-2-3. RXN SMILES: OC(CO)[CH2:3][NH:4][C:5](=[O:26])[C:6]1[CH:11]=[CH:10][C:9]([O:12][CH3:13])=[C:8](/[CH:14]=[CH:15]/[C:16]2[CH:21]=[CH:20][C:19]([C:22]([F:25])([F:24])[F:23])=[CH:18][CH:17]=2)[CH:7]=1.NC[CH2:31][O:32][CH2:33][CH2:34][OH:35]>>[OH:35][CH2:34][CH2:33][O:32][CH2:31][CH2:3][NH:4][C:5](=[O:26])[C:6]1[CH:11]=[CH:10][C:9]([O:12][CH3:13])=[C:8](/[CH:14]=[CH:15]/[C:16]2[CH:21]=[CH:20][C:19]([C:22]([F:25])([F:24])[F:23])=[CH:18][CH:17]=2)[CH:7]=1. Reactants: OC(CNC(C1=CC(=C(C=C1)OC)\C=C\C1=CC=C(C=C1)C(F)(F)F)=O)CO (N-(2,3-dihydroxy-propyl)-4-methoxy-3-[(E)-2-(4-trifluoromethylphenyl)vinyl]benzamide), NCCOCCO (2-(2-aminoethoxy)ethanol). The product is OCCOCCNC(C1=CC(=C(C=C1)OC)\C=C\C1=CC=C(C=C1)C(F)(F)F)=O (N-[2-(2-hydroxyethoxy)-ethyl]-4-methoxy-3-[(E)-2-(4-trifluoromethylphenyl)-vinyl]benzamide).